Dataset: the Open Reaction Database (ORD), a public repository of structured organic reaction records. Task: describe an organic reaction: reactants, conditions, products, and yield The reactants are FC(C1=C(C=CC=C1)C(=C/C=C/C(=O)O)C1=C(C=CC=C1)C(F)(F)F)(F)F ((E)-5,5-bis[2-(trifluoromethyl) phenyl]-2,4-pentadienoic acid), [N+](=O)([O-])C1=CC=C(C=C1)O (4-nitrophenol), C1(CCCCC1)N=C=NC1CCCCC1 (1,3-dicyclohexylcarbodiimide). The solvent is ClCCl (dichloromethane). Conditions: time 1 hour. The product is [N+](=O)([O-])C1=CC=C(C=C1)OC(\C=C\C=C(C1=C(C=CC=C1)C(F)(F)F)C1=C(C=CC=C1)C(F)(F)F)=O ((E)-5,5-bis[2-(trifluoromethyl)phenyl]2,4-pentadienoic acid 4-nitrophenyl ester). Yield: 97.3%. Reaction SMILES: [F:1][C:2]([F:27])([F:26])[C:3]1[CH:8]=[CH:7][CH:6]=[CH:5][C:4]=1[C:9]([C:16]1[CH:21]=[CH:20][CH:19]=[CH:18][C:17]=1[C:22]([F:25])([F:24])[F:23])=[CH:10]/[CH:11]=[CH:12]/[C:13]([OH:15])=[O:14].[N+:28]([C:31]1[CH:36]=[CH:35][C:34](O)=[CH:33][CH:32]=1)([O-:30])=[O:29].C1(N=C=NC2CCCCC2)CCCCC1>ClCCl>[N+:28]([C:31]1[CH:36]=[CH:35][C:34]([O:14][C:13](=[O:15])/[CH:12]=[CH:11]/[CH:10]=[C:9]([C:16]2[CH:21]=[CH:20][CH:19]=[CH:18][C:17]=2[C:22]([F:24])([F:23])[F:25])[C:4]2[CH:5]=[CH:6][CH:7]=[CH:8][C:3]=2[C:2]([F:26])([F:27])[F:1])=[CH:33][CH:32]=1)([O-:30])=[O:29]. Reported procedure: As in Example 115, (E)-5,5-bis[2-(trifluoromethyl) phenyl]-2,4-pentadienoic acid (1.135 g) and 4-nitrophenol (0.450 g) in dichloromethane (15 mL) was treated with 1,3-dicyclohexylcarbodiimide (0.607 g). The mixture was stirred at 0°-5° C. for 1 hour, then at room temperature for 30 minutes. The usual work up furnished 1.45 g of (E)-5,5-bis[2-(trifluoromethyl)phenyl]2,4-pentadienoic acid 4-nitrophenyl ester as an oil essentially homogeneous by tlc. This material was used without further purificat...